Dataset: the Open Reaction Database (ORD), a public repository of structured organic reaction records. Task: describe an organic reaction: reactants, conditions, products, and yield Reactants: FC(C=1C=C(N)C=CC1CN1C[C@H](CC1)N(C)C)(F)F ((S)-3-trifluoromethyl-4-(3-dimethylaminotetrahydropyrrol-1-yl)methylaniline), BrC=1C=CC(=NC1)C=1NC(=CN1)F (5-bromo-2-(5-fluoro-1H-imidazol-2-yl)pyridine), IC=1C=C(C(=O)Cl)C=CC1C (3-iodo-4-methylbenzoyl chloride), C[Si](C)(C)C#C (trimethylsilylacetylene). Product: CC1=C(C=C(C(=O)NC2=CC(=C(C=C2)CN2C[C@H](CC2)N(C)C)C(F)(F)F)C=C1)C#CC=1C=CC(=NC1)C=1NC(=CN1)F (4-methyl-3-((2-(5-fluoro-1H-imidazol-2-yl)pyridin-5-yl)ethynyl)-N-[(S)-4-((3-dimethylaminotetrahydropyrrol-1-yl)methyl)-3-trifluoromethylphenyl]benzamide). As a reaction SMILES: [F:1][C:2]([F:20])([F:19])[C:3]1[CH:4]=[C:5]([CH:7]=[CH:8][C:9]=1[CH2:10][N:11]1[CH2:15][CH2:14][C@H:13]([N:16]([CH3:18])[CH3:17])[CH2:12]1)[NH2:6].I[C:22]1[CH:23]=[C:24]([CH:28]=[CH:29][C:30]=1[CH3:31])[C:25](Cl)=[O:26].C[Si]([C:36]#[CH:37])(C)C.Br[C:39]1[CH:40]=[CH:41][C:42]([C:45]2[NH:46][C:47]([F:50])=[CH:48][N:49]=2)=[N:43][CH:44]=1>>[CH3:31][C:30]1[CH:29]=[CH:28][C:24]([C:25]([NH:6][C:5]2[CH:7]=[CH:8][C:9]([CH2:10][N:11]3[CH2:15][CH2:14][C@H:13]([N:16]([CH3:17])[CH3:18])[CH2:12]3)=[C:3]([C:2]([F:1])([F:19])[F:20])[CH:4]=2)=[O:26])=[CH:23][C:22]=1[C:36]#[C:37][C:39]1[CH:40]=[CH:41][C:42]([C:45]2[NH:46][C:47]([F:50])=[CH:48][N:49]=2)=[N:43][CH:44]=1. Reported procedure: The title compound was prepared using (S)-3-trifluoromethyl-4-(3-dimethylaminotetrahydropyrrol-1-yl)methylaniline, 3-iodo-4-methylbenzoyl chloride, trimethylsilylacetylene and 5-bromo-2-(5-fluoro-1H-imidazol-2-yl)pyridine as raw materials, according to the method described in Example 3. Reactants: CCOC(=O)CCCBr, CO, [N-]=[N+]=[N-], [Na+], O. Product: CCOC(=O)CCCN=[N+]=[N-]. Reaction SMILES: [Br:1][CH2:2][CH2:3][CH2:4][C:5](=[O:6])[O:7][CH2:8][CH3:9].[CH3:15][OH:16].[N-:10]=[N+:11]=[N-:12].[Na+:13].[OH2:14]>>[CH2:2]([CH2:3][CH2:4][C:5](=[O:6])[O:7][CH2:8][CH3:9])[N:10]=[N+:11]=[N-:12]. Reactants: FC1=NC(=C(C(=C1F)C#CC=1C=C(C=C(C1)C#CC1=C(C(=NC(=C1F)F)F)F)NC([C@H](CCCCNC(OC(C)(C)C)=O)NC(OC(C)(C)C)=O)=O)F)F ((S)-di-tert-butyl (6-((3,5-bis((perfluoropyridin-4-yl)ethynyl)phenyl)amino)-6-oxohexane-1,5-diyl)dicarbamate), FC(C(=O)O)(F)F (trifluoroacetic acid). Conditions: time 4 hour. Product: N[C@H](C(=O)NC1=CC(=CC(=C1)C#CC1=C(C(=NC(=C1F)F)F)F)C#CC1=C(C(=NC(=C1F)F)F)F)CCCCN ((S)-2,6-diamino-N-(3,5-bis((perfluoropyridin-4-yl)ethynyl)phenyl)hexanamide). RXN SMILES: [F:1][C:2]1[C:7]([F:8])=[C:6]([C:9]#[C:10][C:11]2[CH:12]=[C:13]([NH:29][C:30](=[O:52])[C@@H:31]([NH:44]C(=O)OC(C)(C)C)[CH2:32][CH2:33][CH2:34][CH2:35][NH:36]C(=O)OC(C)(C)C)[CH:14]=[C:15]([C:17]#[C:18][C:19]3[C:24]([F:25])=[C:23]([F:26])[N:22]=[C:21]([F:27])[C:20]=3[F:28])[CH:16]=2)[C:5]([F:53])=[C:4]([F:54])[N:3]=1.FC(F)(F)C(O)=O>>[NH2:44][C@@H:31]([CH2:32][CH2:33][CH2:34][CH2:35][NH2:36])[C:30]([NH:29][C:13]1[CH:12]=[C:11]([C:10]#[C:9][C:6]2[C:5]([F:53])=[C:4]([F:54])[N:3]=[C:2]([F:1])[C:7]=2[F:8])[CH:16]=[C:15]([C:17]#[C:18][C:19]2[C:20]([F:28])=[C:21]([F:27])[N:22]=[C:23]([F:26])[C:24]=2[F:25])[CH:14]=1)=[O:52]. Procedure details: (S)-di-tert-butyl (6-((3,5-bis((perfluoropyridin-4-yl)ethynyl)phenyl)amino)-6-oxohexane-1,5-diyl)dicarbamate (0.02 g, 0.04 mmol) was reacted with neat trifluoroacetic acid (TFA) (2 mL) and the solution was stirred for 4 hours at room temperature. TFA was evaporated and the product (25 mg, 96%) was purified by recrystallization with ethanol: 1H-NMR (400 MHz, CD3OD) δ 8.08 (d, J=1.3 Hz, 2H), 7.66 (t, J=1.3 Hz, 1H), 4.10 (t, J=6.5 Hz, 1H), 2.96 (t, J=15.3 Hz, 2H), 1.94-2.10 (m, 2H), 1.73 (m, 2H), 1... Reactants: O (water), FC(C(C)(O)C1=CC=C(C=C1)S)(F)F (1,1,1-trifluoro-2-(4-mercaptophenyl)propan-2-ol), [OH-].[Na+] (NaOH), ClC=1N=C(SC1)N (4-chlorothiazol-2-amine). The solvent is CCO (EtOH). Reaction conditions: time 2 hour. Yields the product NC=1SC=C(N1)SC1=CC=C(C=C1)C(C(F)(F)F)(C)O (2-(4-(2-aminothiazol-4-ylthio)phenyl)-1,1,1-trifluoropropan-2-ol). The yield is 63.3%. As a reaction SMILES: [F:1][C:2]([F:14])([F:13])[C:3]([C:6]1[CH:11]=[CH:10][C:9]([SH:12])=[CH:8][CH:7]=1)([OH:5])[CH3:4].[OH-].[Na+].Cl[C:18]1[N:19]=[C:20]([NH2:23])[S:21][CH:22]=1.O>CCO>[NH2:23][C:20]1[S:21][CH:22]=[C:18]([S:12][C:9]2[CH:10]=[CH:11][C:6]([C:3]([OH:5])([CH3:4])[C:2]([F:1])([F:13])[F:14])=[CH:7][CH:8]=2)[N:19]=1 |f:1.2|. Procedure details: To 1,1,1-trifluoro-2-(4-mercaptophenyl)propan-2-ol (5.7 g, 25 mmol) was added NaOH (1.7 g, 42 mmol), a solution of 4-chlorothiazol-2-amine (2.5 g, 18 mmol) in EtOH (18 mL), and water (36 mL). The mixture was brought to reflux and stirred for 2 h. The solution was poured onto water (100 mL) and extracted with Et2O (3×50 mL). The combined organics were washed with brine (100 mL) and dried over MgSO4 and concentrated in vacuo to provide 3.65 g of 2-(4-(2-aminothiazol-4-ylthio)phenyl)-1,1,1-trifluor... Product: [Cl-], O=C(O)c1ccc(Cl)cn1. Reaction SMILES: [CH3:1][N:2]([CH3:3])[CH:4]=[O:5].[CH3:20][c:21]1[cH:22][cH:23][cH:24][cH:25][cH:26]1.[Cl:10][c:11]1[cH:12][cH:13][c:14]([C:17](=[O:18])[OH:19])[n:15][cH:16]1.[S:6]([Cl:7])([Cl:8])=[O:9]>>[Cl-:8].[Cl:10][c:11]1[cH:12][cH:13][c:14]([C:17](=[O:18])[OH:19])[n:15][cH:16]1. The reactants are CN(C)C=O, Cc1ccccc1, O=C(O)c1ccc(Cl)cn1, O=S(Cl)Cl. RXN SMILES: [C:1]([CH3:2])([CH3:3])([CH3:4])[O:5][C:6](=[O:7])[CH:8]1[N:9]2[N:10]([CH2:11][CH2:12][CH2:13]1)[C:14](=[O:29])[C:15]([CH2:18][C:19](=[O:20])[O:21][c:22]1[cH:23][cH:24][cH:25][cH:26][cH:27]1)([CH3:28])[C:16]2=[O:17].[CH3:35][O:36][CH2:37][CH2:38][O:39][CH3:40].[CH3:41][OH:42].[ClH:30].[K+:34].[NH2:31][OH:32].[OH-:33]>>[C:1]([CH3:2])([CH3:3])([CH3:4])[O:5][C:6](=[O:7])[CH:8]1[N:9]2[N:10]([CH2:11][CH2:12][CH2:13]1)[C:14](=[O:29])[C:15]([CH2:18][C:19](=[O:20])[NH:31][OH:32])([CH3:28])[C:16]2=[O:17]. The reactants are CC(C)(C)OC(=O)C1CCCN2C(=O)C(C)(CC(=O)Oc3ccccc3)C(=O)N12, COCCOC, CO, Cl, [K+], NO, [OH-]. Yields the product CC(C)(C)OC(=O)C1CCCN2C(=O)C(C)(CC(=O)NO)C(=O)N12. Reactants: Cc1cc2[nH]c(C)cc(=O)n2n1, O=P(Cl)(Cl)Cl. Yields the product Cc1cc(Cl)n2nc(C)cc2n1. As a reaction SMILES: [CH3:1][c:2]1[n:3][n:4]2[c:5]([nH:6][c:7]([CH3:11])[cH:8][c:9]2=[O:10])[cH:12]1.[P:13]([Cl:14])([Cl:15])([Cl:16])=[O:17]>>[CH3:1][c:2]1[n:3][n:4]2[c:5]([n:6][c:7]([CH3:11])[cH:8][c:9]2[Cl:15])[cH:12]1. Starting materials: O=Cc1cc(C(=O)c2ccccc2)ccc1[N+](=O)[O-], CC(=O)O[BH-](OC(C)=O)OC(C)=O, ClCCCl, CN(C(=O)CCN)C1CCCCC1, [Na+], [Na+], O=C([O-])O. Product: CN(C(=O)CCNCc1cc(C(=O)c2ccccc2)ccc1[N+](=O)[O-])C1CCCCC1. RXN SMILES: [C:1]([c:2]1[cH:3][cH:4][cH:5][cH:6][cH:7]1)(=[O:8])[c:9]1[cH:10][cH:11][c:12]([N+:17](=[O:18])[O-:19])[c:13]([CH:14]=[O:15])[cH:16]1.[C:33]([O:34][BH-:35]([O:36][C:37](=[O:38])[CH3:39])[O:40][C:41](=[O:42])[CH3:43])(=[O:44])[CH3:45].[Cl:52][CH2:53][CH2:54][Cl:55].[NH2:20][CH2:21][CH2:22][C:23](=[O:24])[N:25]([CH3:26])[CH:27]1[CH2:28][CH2:29][CH2:30][CH2:31][CH2:32]1.[Na+:46].[Na+:51].[O-:47][C:48]([OH:49])=[O:50]>>[C:1]([c:2]1[cH:3][cH:4][cH:5][cH:6][cH:7]1)(=[O:8])[c:9]1[cH:10][cH:11][c:12]([N+:17](=[O:18])[O-:19])[c:13]([CH2:14][NH:20][CH2:21][CH2:22][C:23](=[O:24])[N:25]([CH3:26])[CH:27]2[CH2:28][CH2:29][CH2:30][CH2:31][CH2:32]2)[cH:16]1. Reactants: Cl.ClCCCCC=1N(N=C2C(=NC=3C=CC=CC3C21)N)C (1-(4-chlorobutyl)-2-methyl-2H-pyrazolo[3,4-c]quinolin-4-amine hydrochloride), FC(C(=O)O)(F)F (trifluoroacetic acid). Reagents/catalysts: [Pt](=O)=O (platinum (IV) oxide). Product: ClCCCCC=1N(N=C2C(=NC=3CCCCC3C21)N)C (1-(4-chlorobutyl)-2-methyl-6,7,8,9-tetrahydro-2H-pyrazolo[3,4-c]quinolin-4-amine). The yield is 79.3%. RXN SMILES: Cl.[Cl:2][CH2:3][CH2:4][CH2:5][CH2:6][C:7]1[N:8]([CH3:21])[N:9]=[C:10]2[C:19]=1[C:18]1[CH:17]=[CH:16][CH:15]=[CH:14][C:13]=1[N:12]=[C:11]2[NH2:20].FC(F)(F)C(O)=O>[Pt](=O)=O>[Cl:2][CH2:3][CH2:4][CH2:5][CH2:6][C:7]1[N:8]([CH3:21])[N:9]=[C:10]2[C:19]=1[C:18]1[CH2:17][CH2:16][CH2:15][CH2:14][C:13]=1[N:12]=[C:11]2[NH2:20] |f:0.1|. Procedure details: A mixture of 1-(4-chlorobutyl)-2-methyl-2H-pyrazolo[3,4-c]quinolin-4-amine hydrochloride (2.8 g, prepared as described in Examples 454-488), platinum (IV) oxide (2.1 g), and trifluoroacetic acid (43 mL) was placed under hydrogen pressure (50 psi, 3.4×105 Pa) on a Parr shaker for 2 days. The reaction mixture was filtered through a layer of CELITE filter agent and the filter cake was rinsed with methanol. The filtrate was concentrated under reduced pressure. The residue was diluted with water (10 ...